describe an organic reaction: reactants, conditions, products, and yield From a dataset of the Open Reaction Database (ORD), a public repository of structured organic reaction records. The reactants are NCCNCc1ccccc1, Cc1ccccc1, S=C(Cl)Cl, [Na+], [Na+], O=C([O-])[O-], O. Yields the product SC1=NCCN1Cc1ccccc1. RXN SMILES: [CH2:1]([c:2]1[cH:3][cH:4][cH:5][cH:6][cH:7]1)[NH:8][CH2:9][CH2:10][NH2:11].[CH3:22][c:23]1[cH:24][cH:25][cH:26][cH:27][cH:28]1.[Cl:12][C:13]([Cl:14])=[S:15].[Na+:16].[Na+:17].[O-:18][C:19](=[O:20])[O-:21].[OH2:29]>>[CH2:1]([c:2]1[cH:3][cH:4][cH:5][cH:6][cH:7]1)[N:8]1[CH2:9][CH2:10][N:11]=[C:13]1[SH:15]. Procedure details: A stirred mixture of methyl 3-cyclopropyl-3-oxopropanoate (3.49 g, 26.3 mmol), triethyl orthoformate (5.2 mL, 31.6 mmol), and 4-bromo-3-fluoroaniline (4.47 g, 26.0 mmol) was heated at 140° C. overnight with a Dean Stark trap. After this time the reaction was cooled to room temperature, diluted with methylene chloride and filtered through a pad of silica. The filtrate was concentrated to afford the desired product (7.5 g, 85%) as a light yellow solid: ESI MS m/z 343 [C14H13BrFNO3+H]+. Isolated yield 84.3%. Reactants: C1(CC1)C(CC(=O)OC)=O (methyl 3-cyclopropyl-3-oxopropanoate), C(OCC)(OCC)OCC (triethyl orthoformate), BrC1=C(C=C(N)C=C1)F (4-bromo-3-fluoroaniline). Product: BrC1=C(C=C(C=C1)NC=C(C(=O)OC)C(=O)C1CC1)F (Methyl 3-(4-bromo-3-fluorophenylamino)-2-(cyclopropanecarbonyl)acrylate). Run at temperature 140 celsius. As a reaction SMILES: [CH:1]1([C:4](=[O:10])[CH2:5][C:6]([O:8][CH3:9])=[O:7])[CH2:3][CH2:2]1.[CH:11](OCC)(OCC)OCC.[Br:21][C:22]1[CH:28]=[CH:27][C:25]([NH2:26])=[CH:24][C:23]=1[F:29]>C(Cl)Cl>[Br:21][C:22]1[CH:28]=[CH:27][C:25]([NH:26][CH:11]=[C:5]([C:4]([CH:1]2[CH2:3][CH2:2]2)=[O:10])[C:6]([O:8][CH3:9])=[O:7])=[CH:24][C:23]=1[F:29]. The solvent is C(Cl)Cl (methylene chloride). Starting materials: CC(C)CCCC(C)CCCC(C)Br, C1CCOC1, c1c[nH]cn1. The product is CC(C)CCCC(C)CCCC(C)n1ccnc1. RXN SMILES: [CH3:1][CH:2]([CH2:3][CH2:4][CH2:5][CH:6]([CH3:7])[Br:8])[CH2:9][CH2:10][CH2:11][CH:12]([CH3:13])[CH3:14].[O:20]1[CH2:21][CH2:22][CH2:23][CH2:24]1.[nH:15]1[cH:16][n:17][cH:18][cH:19]1>>[CH3:1][CH:2]([CH2:3][CH2:4][CH2:5][CH:6]([CH3:7])[n:15]1[cH:16][n:17][cH:18][cH:19]1)[CH2:9][CH2:10][CH2:11][CH:12]([CH3:13])[CH3:14]. The reactants are ClC1=NC(=NC(=C1C(C(=O)OC)CCC)C1=CC=C(C=C1)C)N1CCCCC1 (methyl 2-(4-chloro-2-(piperidin-1-yl)-6-p-tolylpyrimidin-5-yl)pentanoate), C(C)(=O)O (acetic acid). The solvent is O (water). Run at temperature 150 celsius. Yields the product O=C1C(=C(N=C(N1)N1CCCCC1)C1=CC=C(C=C1)C)C(C(=O)OC)CCC (methyl 2-(6-oxo-2-(piperidin-1-yl)-4-p-tolyl-1,6-dihydropyrimidin-5-yl)pentanoate). RXN SMILES: Cl[C:2]1[C:7]([CH:8]([CH2:13][CH2:14][CH3:15])[C:9]([O:11][CH3:12])=[O:10])=[C:6]([C:16]2[CH:21]=[CH:20][C:19]([CH3:22])=[CH:18][CH:17]=2)[N:5]=[C:4]([N:23]2[CH2:28][CH2:27][CH2:26][CH2:25][CH2:24]2)[N:3]=1.C(O)(=[O:31])C>O>[O:31]=[C:2]1[NH:3][C:4]([N:23]2[CH2:28][CH2:27][CH2:26][CH2:25][CH2:24]2)=[N:5][C:6]([C:16]2[CH:21]=[CH:20][C:19]([CH3:22])=[CH:18][CH:17]=2)=[C:7]1[CH:8]([CH2:13][CH2:14][CH3:15])[C:9]([O:11][CH3:12])=[O:10]. Reported procedure: A mixture of methyl 2-(4-chloro-2-(piperidin-1-yl)-6-p-tolylpyrimidin-5-yl)pentanoate in acetic acid and water (4/1 v/v; 30 mL/mmol) is stirred at 150° C. until completion. The reaction mixture is concentrated under reduced pressure, dissolved in dichloromethane and purified by flash chromatography on silica gel using a linear gradient of ethyl acetate in heptane. Reactants: CC(C)C(C#N)c1cc(C#N)cs1, CC(C)(C)[O-], CCOC(C)=O, [K+], CN(C)C=O. Yields the product CCOC(=O)CCC(C#N)(c1cc(C#N)cs1)C(C)C. RXN SMILES: [C:7](#[N:8])[c:9]1[cH:10][s:11][c:12]([CH:14]([CH:15]([CH3:16])[CH3:17])[C:18]#[N:19])[cH:13]1.[CH3:1][C:2]([CH3:3])([O-:4])[CH3:5].[CH3:20][CH2:21][O:22][C:23]([CH3:24])=[O:25].[K+:6].[O:26]=[CH:27][N:28]([CH3:29])[CH3:30]>>[CH2:1]([C:14]([c:12]1[s:11][cH:10][c:9]([C:7]#[N:8])[cH:13]1)([CH:15]([CH3:16])[CH3:17])[C:18]#[N:19])[CH2:24][C:23]([O:22][CH2:21][CH3:20])=[O:25]. Reactants: OCC=1N(C2=C(C=NC=C2)N1)C (2-hydroxymethyl-1-methyl-1H-imidazo[4,5-c]pyridine), N(=NC(=O)N1CCCCC1)C(=O)N1CCCCC1 (1,1'-(azodicarbonyl)dipiperidine), OC1=CC=C(CC2C(N(C(S2)=O)C(C2=CC=CC=C2)(C2=CC=CC=C2)C2=CC=CC=C2)=O)C=C1 (5-(4-hydroxybenzyl)-3-triphenylmethylthiazolidine-2,4-dione), C(CCC)P(CCCC)CCCC (tributylphosphine). The solvent is C1(=CC=CC=C1)C (toluene). The product is CN1C(=NC=2C=NC=CC21)COC2=CC=C(CC1C(N(C(S1)=O)C(C1=CC=CC=C1)(C1=CC=CC=C1)C1=CC=CC=C1)=O)C=C2 (5-{4-(1-Methyl-1H-imidazo[4,5-c]pyridin-2-ylmethoxy)benzyl}-3-triphenylmethylthiazolidine-2,4-dione). RXN SMILES: [OH:1][CH2:2][C:3]1[N:4]([CH3:12])[C:5]2[CH:10]=[CH:9][N:8]=[CH:7][C:6]=2[N:11]=1.O[C:14]1[CH:46]=[CH:45][C:17]([CH2:18][CH:19]2[S:23][C:22](=[O:24])[N:21]([C:25]([C:38]3[CH:43]=[CH:42][CH:41]=[CH:40][CH:39]=3)([C:32]3[CH:37]=[CH:36][CH:35]=[CH:34][CH:33]=3)[C:26]3[CH:31]=[CH:30][CH:29]=[CH:28][CH:27]=3)[C:20]2=[O:44])=[CH:16][CH:15]=1.C(P(CCCC)CCCC)CCC.N(C(N1CCCCC1)=O)=NC(N1CCCCC1)=O>C1(C)C=CC=CC=1>[CH3:12][N:4]1[C:5]2[CH:10]=[CH:9][N:8]=[CH:7][C:6]=2[N:11]=[C:3]1[CH2:2][O:1][C:14]1[CH:46]=[CH:45][C:17]([CH2:18][CH:19]2[S:23][C:22](=[O:24])[N:21]([C:25]([C:38]3[CH:43]=[CH:42][CH:41]=[CH:40][CH:39]=3)([C:32]3[CH:33]=[CH:34][CH:35]=[CH:36][CH:37]=3)[C:26]3[CH:31]=[CH:30][CH:29]=[CH:28][CH:27]=3)[C:20]2=[O:44])=[CH:16][CH:15]=1. Procedure: A procedure similar to that described in Preparation 4 was repeated, except that 1.94 g of 2-hydroxymethyl-1-methyl-1H-imidazo[4,5-c]pyridine (prepared as described in Preparation 73), 5.71 g of 5-(4-hydroxybenzyl)-3-triphenylmethylthiazolidine-2,4-dione, 3.1 ml of tributylphosphine, 3.09 g of 1,1'-(azodicarbonyl)dipiperidine and 50 ml of toluene were used, to give the title compound as a crude product. This crude product was purified by column chromatography through silica gel, using a gradient... The reactants are CC(C)C[Al+]CC(C)C, Cc1ccccc1, C=CCN1NC(C)=C2N=C(c3ccccc3Cl)c3cc(C)c(C)cc3N=C21, [H-], Cl[Ni]Cl, C1CCOC1, c1ccc(P(CCCP(c2ccccc2)c2ccccc2)c2ccccc2)cc1. The product is CC1=C2N=C(c3ccccc3Cl)c3cc(C)c(C)cc3N=C2NN1. As a reaction SMILES: [CH2:34]([Al+:35][CH2:36][CH:37]([CH3:38])[CH3:39])[CH:40]([CH3:41])[CH3:42].[CH3:43][c:44]1[cH:45][cH:46][cH:47][cH:48][cH:49]1.[Cl:1][c:2]1[c:3]([C:8]2=[N:9][C:10]3=[C:23]([CH3:24])[NH:22][N:21]([CH2:25][CH:26]=[CH2:27])[C:11]3=[N:12][c:13]3[c:14]2[cH:15][c:16]([CH3:20])[c:17]([CH3:19])[cH:18]3)[cH:4][cH:5][cH:6][cH:7]1.[H-:33].[Ni:50]([Cl:51])[Cl:52].[O:28]1[CH2:29][CH2:30][CH2:31][CH2:32]1.[c:53]1([P:54]([c:55]2[cH:56][cH:57][cH:58][cH:59][cH:60]2)[CH2:61][CH2:62][CH2:63][P:64]([c:65]2[cH:66][cH:67][cH:68][cH:69][cH:70]2)[c:71]2[cH:72][cH:73][cH:74][cH:75][cH:76]2)[cH:77][cH:78][cH:79][cH:80][cH:81]1>>[Cl:1][c:2]1[c:3]([C:8]2=[N:9][C:10]3=[C:23]([CH3:24])[NH:22][NH:21][C:11]3=[N:12][c:13]3[c:14]2[cH:15][c:16]([CH3:20])[c:17]([CH3:19])[cH:18]3)[cH:4][cH:5][cH:6][cH:7]1. Reactants: C(C)C1=NC2=C(C(O1)=O)C=CC=C2 (2-ethyl-4H-3,1-benzoxazin-4-one), NC1=CC=C(C=C1)O (4-aminophenol). Run in CN(C=O)C (dimethylformamide). Reaction conditions: temperature 140 celsius, time 10 hour. The product is C(C)C1=NC2=CC=CC=C2C(N1C1=CC=C(C=C1)O)=O (2-ethyl-3-(4-hydroxyphenyl)-4-(3H)-quinazolinone). Yield: 66.0%. As a reaction SMILES: [CH2:1]([C:3]1O[C:7](=[O:9])[C:6]2[CH:10]=[CH:11][CH:12]=[CH:13][C:5]=2[N:4]=1)[CH3:2].[NH2:14][C:15]1[CH:20]=[CH:19][C:18]([OH:21])=[CH:17][CH:16]=1>CN(C)C=O>[CH2:1]([C:3]1[N:14]([C:15]2[CH:20]=[CH:19][C:18]([OH:21])=[CH:17][CH:16]=2)[C:7](=[O:9])[C:6]2[C:5](=[CH:13][CH:12]=[CH:11][CH:10]=2)[N:4]=1)[CH3:2]. Reported procedure: 2-ethyl-4H-3,1-benzoxazin-4-one (6.5 g, 37.1 mmol) and 4-aminophenol (4.05 g, 37.1 mmol) were dissolved in dimethylformamide (18 mL) and stirred at 140° C. for 10 hours. After leaving to cool to room temperature, distilled water (94 mL) was added, and the solid precipitate was filtered off. The product was recrystallized (ethanol) and the target compound (6.52 g, 66%) was obtained as light brown crystals. Starting materials: ClC=1C=C(C=2N(N1)C=CN2)NC2=NC(=CC=C2)F (6-chloro-N-(6-fluoropyridin-2-yl)imidazo[1,2-b]pyridazin-8-amine), N1CCCC1 (pyrrolidine). The solvent is O (water). Run at temperature 205 celsius. Product: ClC=1C=C(C=2N(N1)C=CN2)NC2=NC(=CC=C2)N2CCCC2 (6-chloro-N-(6-(pyrrolidin-1-yl)pyridin-2-yl)imidazo[1,2-b]pyridazin-8-amine). Isolated yield 18.4%. As a reaction SMILES: [Cl:1][C:2]1[CH:3]=[C:4]([NH:11][C:12]2[CH:17]=[CH:16][CH:15]=[C:14](F)[N:13]=2)[C:5]2[N:6]([CH:8]=[CH:9][N:10]=2)[N:7]=1.[NH:19]1[CH2:23][CH2:22][CH2:21][CH2:20]1>O>[Cl:1][C:2]1[CH:3]=[C:4]([NH:11][C:12]2[CH:17]=[CH:16][CH:15]=[C:14]([N:19]3[CH2:23][CH2:22][CH2:21][CH2:20]3)[N:13]=2)[C:5]2[N:6]([CH:8]=[CH:9][N:10]=2)[N:7]=1. Reported procedure: A suspension of 6-chloro-N-(6-fluoropyridin-2-yl)imidazo[1,2-b]pyridazin-8-amine (132 mg, 0.5 mmol) and pyrrolidine (54 mg, 0.75 mmol) in water (0.3 mL) was heated to 205° C. in a microwave oven for 30 minutes. The reaction mixture was purified by chromatography (silica gel, 200-300 mesh, CH2Cl2:MeOH=200:1) to give 6-chloro-N-(6-(pyrrolidin-1-yl)pyridin-2-yl)imidazo[1,2-b]pyridazin-8-amine (29 mg, 18%) as a light yellow solid. LC-MS: [M+H]+, 315.0, tR=1.837 min. Reactants: ClCCl (dichloromethane), FC(C=1C=C(C(=O)Cl)C=CC1)(F)F (3-(trifluoromethyl)benzoyl chloride), C(Cl)(Cl)Cl (chloroform), ClC1=CC=C(CN2CC(CC2)CNC(CN)=O)C=C1 (1-(4-chlorobenzyl)-3-[(glycylamino)methyl]pyrrolidine), ClCCl (dichloromethane). Run in CO (methanol). Conditions: time 2.5 hour. Yields the product FC(C=1C=C(C(=O)NCC(=O)NCC2CN(CC2)CC2=CC=C(C=C2)Cl)C=CC1)(F)F (3-[[N-[3-trifluoromethylbenzoyl]glycyl]aminomethyl]-1-(4-chlorobenzyl)pyrrolidine). Reaction SMILES: ClCCl.[F:4][C:5]([F:16])([F:15])[C:6]1[CH:7]=[C:8]([CH:12]=[CH:13][CH:14]=1)[C:9](Cl)=[O:10].C(Cl)(Cl)Cl.[Cl:21][C:22]1[CH:39]=[CH:38][C:25]([CH2:26][N:27]2[CH2:31][CH2:30][CH:29]([CH2:32][NH:33][C:34](=[O:37])[CH2:35][NH2:36])[CH2:28]2)=[CH:24][CH:23]=1>CO>[F:4][C:5]([F:16])([F:15])[C:6]1[CH:7]=[C:8]([CH:12]=[CH:13][CH:14]=1)[C:9]([NH:36][CH2:35][C:34]([NH:33][CH2:32][CH:29]1[CH2:30][CH2:31][N:27]([CH2:26][C:25]2[CH:38]=[CH:39][C:22]([Cl:21])=[CH:23][CH:24]=2)[CH2:28]1)=[O:37])=[O:10]. Procedure: A dichloromethane (0.2 mL) solution of 3-(trifluoromethyl)benzoyl chloride (0.058 mmol) was added to a mixture of a chloroform (0.2 m-L) solution of 1-(4-chlorobenzyl)-3-[(glycylamino)methyl]pyrrolidine (0.050 mmol) with a dichloromethane (1 mL) solution of a piperidinomethylpolystyrene (60 mg). The resulting reaction mixture was stirred at room temperature for 2.5 hours, and methanol (0.30 mL) was then added. The reaction mixture was loaded onto a Varian™ SCX column and washed with methanol (15...